From a dataset of the Open Reaction Database (ORD), a public repository of structured organic reaction records. describe an organic reaction: reactants, conditions, products, and yield Reactants: C(=O)C=C (Acrolein), CC(CO)CO (2-methyl-1,3-propanediol). Yields the product C(=C)C1OCC(CO1)C (2-vinyl-5-methyl-1,3-dioxane). RXN SMILES: [CH:1]([CH:3]=[CH2:4])=[O:2].[CH3:5][CH:6]([CH2:9]O)[CH2:7][OH:8]>>[CH:3]([CH:1]1[O:8][CH2:7][CH:6]([CH3:9])[CH2:5][O:2]1)=[CH2:4]. Procedure details: Acrolein and 2-methyl-1,3-propanediol were condensed to produce 2-vinyl-5-methyl-1,3-dioxane in accordance with the procedure of Example I.